Dataset: the Open Reaction Database (ORD), a public repository of structured organic reaction records. Task: describe an organic reaction: reactants, conditions, products, and yield Starting materials: CC(C)(C)OC(=O)N1CC=C(B2OC(C)(C)C(C)(C)O2)CC1, C1CCOC1, COC(=O)c1cnccc1Br, [Na+], O=C([O-])O, O, Cl[Pd]Cl, c1ccc(P(c2ccccc2)c2ccccc2)cc1, c1ccc(P(c2ccccc2)c2ccccc2)cc1. Yields the product COC(=O)c1cnccc1C1=CCN(C(=O)OC(C)(C)C)CC1. As a reaction SMILES: [C:1]([CH3:2])([CH3:3])([CH3:4])[O:5][C:6](=[O:7])[N:8]1[CH2:9][CH2:10][C:11]([B:14]2[O:15][C:16]([CH3:17])([CH3:18])[C:19]([CH3:20])([CH3:21])[O:22]2)=[CH:12][CH2:13]1.[CH2:39]1[O:40][CH2:41][CH2:42][CH2:43]1.[CH3:23][O:24][C:25]([c:26]1[cH:27][n:28][cH:29][cH:30][c:31]1[Br:32])=[O:33].[Na+:38].[O-:34][C:35]([OH:36])=[O:37].[OH2:44].[Pd:45]([Cl:46])[Cl:47].[c:48]1([P:49]([c:50]2[cH:51][cH:52][cH:53][cH:54][cH:55]2)[c:56]2[cH:57][cH:58][cH:59][cH:60][cH:61]2)[cH:62][cH:63][cH:64][cH:65][cH:66]1.[c:67]1([P:68]([c:69]2[cH:70][cH:71][cH:72][cH:73][cH:74]2)[c:75]2[cH:76][cH:77][cH:78][cH:79][cH:80]2)[cH:81][cH:82][cH:83][cH:84][cH:85]1>>[C:1]([CH3:2])([CH3:3])([CH3:4])[O:5][C:6](=[O:7])[N:8]1[CH2:9][CH2:10][C:11]([c:31]2[c:26]([C:25]([O:24][CH3:23])=[O:33])[cH:27][n:28][cH:29][cH:30]2)=[CH:12][CH2:13]1. The reactants are C([C@@H](O)[C@H](O)C(=O)O)(=O)O (D-tartaric acid), ferric chloride, CC=1C=CC(=CC1)C(=O)O (p-toluic acid), S(=O)(Cl)Cl (thionyl chloride). Run in C1(=CC=CC=C1)C (toluene). Run at temperature 90 celsius, time 1 hour. Yields the product CC1=CC=C(C=C1)C(=O)O[C@H]2[C@@H](C(=O)OC2=O)OC(=O)C3=CC=C(C=C3)C (O,O'-di-p-toluoyl-D-tartaric anhydride). Isolated yield 91.3%. As a reaction SMILES: [C:1]([OH:10])(=[O:9])[C@H:2]([C@@H:4]([C:6]([OH:8])=O)[OH:5])[OH:3].[CH3:11][C:12]1[CH:13]=[CH:14][C:15]([C:18]([OH:20])=O)=[CH:16][CH:17]=1.S(Cl)(Cl)=O>C1(C)C=CC=CC=1>[CH3:11][C:12]1[CH:17]=[CH:16][C:15]([C:18]([O:3][C@@H:2]2[C:1](=[O:9])[O:10][C:6](=[O:8])[C@H:4]2[O:5][C:18]([C:15]2[CH:16]=[CH:17][C:12]([CH3:11])=[CH:13][CH:14]=2)=[O:20])=[O:20])=[CH:14][CH:13]=1. Reported procedure: To a 300 ml reaction vessel equipped with a stirrer, thermometer, condenser and a dropping funnel, 30 g of D-tartaric acid, 70 g of toluene, 0.12 g of ferric chloride and 59.9 g of p-toluic acid were supplied, and the mixture was heated to 90° C. While keeping this temperature, 83.7 g of thionyl chloride was added from the dropping funnel for 6 hours and the resulting mixture was aged at 105°-110° C. for another 1 hour to carry out the reaction. The reaction mixture was then cooled to room tempe... Reactants: [Cl-].[NH4+] (ammonium chloride), FC1=C(C=O)C=C(C=C1)F (2,5-difluorobenzaldehyde), C(C)(C)[Mg]Cl (isopropylmagnesium chloride), BrC=1C=NC=CC1 (3-bromopyridine). The solvent is O1CCCC1 (tetrahydrofuran), O1CCCC1 (tetrahydrofuran). Run at time 60 minute. Product: FC1=C(C=C(C=C1)F)C(C=1C=NC=CC1)O (3-[(2,5-difluorophenyl)-hydroxymethyl]pyridine). As a reaction SMILES: C([Mg]Cl)(C)C.Br[C:7]1[CH:8]=[N:9][CH:10]=[CH:11][CH:12]=1.[F:13][C:14]1[CH:21]=[CH:20][C:19]([F:22])=[CH:18][C:15]=1[CH:16]=[O:17].[Cl-].[NH4+]>O1CCCC1>[F:13][C:14]1[CH:21]=[CH:20][C:19]([F:22])=[CH:18][C:15]=1[CH:16]([OH:17])[C:7]1[CH:8]=[N:9][CH:10]=[CH:11][CH:12]=1 |f:3.4|. Procedure: Under an argon atmosphere, a tetrahydrofuran solution (1.5 ml, 3 mmol) of isopropylmagnesium chloride was added dropwise to a tetrahydrofuran (2 ml) solution of 3-bromopyridine (286 μl, 3 mmol) under ice cooling. The resulting mixture was stirred at room temperature for 60 minutes. Under ice cooling, 2,5-difluorobenzaldehyde (328 μl, 3 mmol) was added dropwise to the resulting brown solution. The temperature of the reaction mixture was raised gradually to room temperature. To the reaction mixtur... The reactants are Cc1ccccc1, CC(C)(C)c1cccc2c1CCCC2(O)O[SiH](c1ccccc1)c1ccccc1, [N-]=[N+]=NP(=O)(Oc1ccccc1)Oc1ccccc1. Product: CC(C)(C)c1cccc2c1CCCC2(N=[N+]=[N-])O[SiH](c1ccccc1)c1ccccc1. As a reaction SMILES: [CH3:49][c:50]1[cH:51][cH:52][cH:53][cH:54][cH:55]1.[OH:1][C:2]1([O:16][SiH:17]([c:18]2[cH:19][cH:20][cH:21][cH:22][cH:23]2)[c:24]2[cH:25][cH:26][cH:27][cH:28][cH:29]2)[CH2:3][CH2:4][CH2:5][c:6]2[c:7]([C:12]([CH3:13])([CH3:14])[CH3:15])[cH:8][cH:9][cH:10][c:11]21.[P:30](=[O:31])([O:32][c:33]1[cH:34][cH:35][cH:36][cH:37][cH:38]1)([O:39][c:40]1[cH:41][cH:42][cH:43][cH:44][cH:45]1)[N:46]=[N+:47]=[N-:48]>>[C:2]1([O:16][SiH:17]([c:18]2[cH:19][cH:20][cH:21][cH:22][cH:23]2)[c:24]2[cH:25][cH:26][cH:27][cH:28][cH:29]2)([N:46]=[N+:47]=[N-:48])[CH2:3][CH2:4][CH2:5][c:6]2[c:7]([C:12]([CH3:13])([CH3:14])[CH3:15])[cH:8][cH:9][cH:10][c:11]21. The reactants are BrC=1C=C2N3C(C(N(N=C3COC2=CC1C(F)(F)F)COCC[Si](C)(C)C)=O)C (6-bromo-4-methyl-7-trifluoromethyl-2-(2-trimethylsilanyl-ethoxymethyl)-2,10-dihydro-9-oxa-1,2,4a-triaza-phenanthren-3-one), CC1(CN(C1)C(=O)OC(C)(C)C)N (tert-butyl 3-amino azetidine-1-carboxylate), C(=O)([O-])[O-].[Cs+].[Cs+] (Cs2CO3), C=1C=CC(=CC1)P(C=2C=CC=CC2)C3=CC=C4C=CC=CC4=C3C5=C6C=CC=CC6=CC=C5P(C=7C=CC=CC7)C=8C=CC=CC8 (BINAP). The reagents and catalysts are C(C)(=O)O[Pd]OC(C)=O (diacetoxypalladium). The solvent is C1(=CC=CC=C1)C (toluene). Product: C(C)(C)(C)OC(=O)N1CC(C1)NC=1C=C2N3C(C(N(N=C3COC2=CC1C(F)(F)F)COCC[Si](C)(C)C)=O)C (3-[4-methyl-3-oxo-7-trifluoromethyl-2-(2-trimethylsilanyl-ethoxymethyl)-2,3,4,10-tetrahydro-9-oxa-1,2,4a-triaza-phenanthren-6-ylamino]-azetidine-1-carboxylic acid tert-butyl ester). The yield is 88.5%. Reaction SMILES: Br[C:2]1[CH:3]=[C:4]2[C:13](=[CH:14][C:15]=1[C:16]([F:19])([F:18])[F:17])[O:12][CH2:11][C:10]1[N:5]2[CH:6]([CH3:29])[C:7](=[O:28])[N:8]([CH2:20][O:21][CH2:22][CH2:23][Si:24]([CH3:27])([CH3:26])[CH3:25])[N:9]=1.C[C:31]1([NH2:42])[CH2:34][N:33]([C:35]([O:37][C:38]([CH3:41])([CH3:40])[CH3:39])=[O:36])[CH2:32]1.C([O-])([O-])=O.[Cs+].[Cs+].C1C=CC(P(C2C(C3C(P(C4C=CC=CC=4)C4C=CC=CC=4)=CC=C4C=3C=CC=C4)=C3C(C=CC=C3)=CC=2)C2C=CC=CC=2)=CC=1>C1(C)C=CC=CC=1.C(O[Pd]OC(=O)C)(=O)C>[C:38]([O:37][C:35]([N:33]1[CH2:34][CH:31]([NH:42][C:2]2[CH:3]=[C:4]3[C:13](=[CH:14][C:15]=2[C:16]([F:19])([F:18])[F:17])[O:12][CH2:11][C:10]2[N:5]3[CH:6]([CH3:29])[C:7](=[O:28])[N:8]([CH2:20][O:21][CH2:22][CH2:23][Si:24]([CH3:27])([CH3:26])[CH3:25])[N:9]=2)[CH2:32]1)=[O:36])([CH3:41])([CH3:39])[CH3:40] |f:2.3.4|. Procedure details: A mixture of 6-bromo-4-methyl-7-trifluoromethyl-2-(2-trimethylsilanyl-ethoxymethyl)-2,10-dihydro-9-oxa-1,2,4a-triaza-phenanthren-3-one (2.0 g, 4.05 mmol), tert-butyl 3-amino azetidine-1-carboxylate (1.39 g, 8.09 mmol), diacetoxypalladium (0.27 g, 1.21 mmol), Cs2CO3 (1.32 g, 4.05 mmol) and BINAP (1.0 g, 1.62 mmol) in toluene (10 mL) was heated at reflux for 2 h. The reaction mixture was cooled to ambient temperature and filtered. The filtrate was concentrated in vacuo. The residue was purified by... Reactants: CN(C)P(=O)(N(C)C)N(C)C, CI, [Na], O, CC(C(=O)O)c1ccc(C(=O)c2cccs2)cc1. The product is COC(=O)C(C)c1ccc(C(=O)c2cccs2)cc1. Reaction SMILES: [CH3:20][N:21]([P:22]([N:23]([CH3:24])[CH3:25])([N:26]([CH3:27])[CH3:28])=[O:29])[CH3:30].[CH3:31][I:32].[Na:19].[OH2:33].[c:1]1([C:6](=[O:7])[c:8]2[cH:9][cH:10][c:11]([CH:12]([C:13](=[O:14])[OH:15])[CH3:16])[cH:17][cH:18]2)[cH:2][cH:3][cH:4][s:5]1>>[c:1]1([C:6](=[O:7])[c:8]2[cH:9][cH:10][c:11]([CH:12]([C:13](=[O:14])[O:15][CH3:20])[CH3:16])[cH:17][cH:18]2)[cH:2][cH:3][cH:4][s:5]1. The reactants are ClC1=C(C=NC=C1Cl)C=O (4,5-dichloropyridine-3-carbaldehyde), BrC=1C=NC=CC1Cl (3-bromo-4-chloropyridine). Solvent: CN(C)C=O (DMF). The product is BrC=1C(=C(C=NC1)C=O)Cl (5-Bromo-4-chloro-pyridine-3-carbaldehyde). The yield is 73.0%. Reaction SMILES: [Cl:1][C:2]1[C:7](Cl)=[CH:6][N:5]=[CH:4][C:3]=1[CH:9]=[O:10].[Br:11]C1C=NC=CC=1Cl>CN(C=O)C>[Br:11][C:7]1[C:2]([Cl:1])=[C:3]([CH:9]=[O:10])[CH:4]=[N:5][CH:6]=1. Procedure details: Following the procedure described for 4,5-dichloropyridine-3-carbaldehyde, 3-bromo-4-chloropyridine and DMF were reacted to afford the title compound as a white solid (3.74 g, 73% yield). 1H NMR (300 MHz, CDCl3): δ 10.48 (d, J=0.4 Hz, 1H), 8.95-8.92 (m, 2H). Starting materials: CC1=CC=C(NCC(=O)NC2=C(C=C(C=C2)S(N)(=O)=O)Cl)C=C1 (2-(p-Methylanilino)-N-(2-chloro-4-sulphamoylphenyl)-acetamide), C=O (paraformaldehyde). The solvent is C(C)O (ethanol), ice water, O (water). Yields the product CC1=CC=C(C=C1)N1CN(C(C1)=O)C1=C(C=C(C=C1)S(N)(=O)=O)Cl (1-(p-Methylphenyl)-3-(2-chloro-4-sulphamoylphenyl)-imidazolidin-4-one). As a reaction SMILES: [CH3:1][C:2]1[CH:23]=[CH:22][C:5]([NH:6][CH2:7][C:8]([NH:10][C:11]2[CH:16]=[CH:15][C:14]([S:17](=[O:20])(=[O:19])[NH2:18])=[CH:13][C:12]=2[Cl:21])=[O:9])=[CH:4][CH:3]=1.[CH2:24]=O>C(O)C.O>[CH3:1][C:2]1[CH:3]=[CH:4][C:5]([N:6]2[CH2:7][C:8](=[O:9])[N:10]([C:11]3[CH:16]=[CH:15][C:14]([S:17](=[O:19])(=[O:20])[NH2:18])=[CH:13][C:12]=3[Cl:21])[CH2:24]2)=[CH:22][CH:23]=1. Procedure details: 2-(p-Methylanilino)-N-(2-chloro-4-sulphamoylphenyl)-acetamide (15g) was dissolved in ethanol (200 ml) and paraformaldehyde (2.5 g) in water (400ml) added thereto. The mixture was refluxed for 3 hours, cooled in ice/water and filtered to yield the title compound (6.45g), m.p. 223°-226° (ethanol). The reactants are C(C)OC(=O)C1=NNC2=CC(=CC=C12)O[Si](C1=CC=CC=C1)(C1=CC=CC=C1)C(C)(C)C (Ethyl6-tert-butyldiphenylsilyloxyindazole-3-carboxylate), C(O)([O-])=O.[Na+] (sodium hydrogen carbonate), O1CCCC=C1 (3,4-dihydro-2H-pyran), O.C=1(C(=CC=CC1)S(=O)(=O)O)C (toluene sulfonic acid-monohydrate). The solvent is C1(=CC=CC=C1)C (toluene). Reaction conditions: temperature 60 celsius, time 8 hour. Product: C(C)OC(=O)C1=NN(C2=CC(=CC=C12)O[Si](C1=CC=CC=C1)(C1=CC=CC=C1)C(C)(C)C)C1OCCCC1 (Ethyl6-(tert-butyldiphenylsilyloxy)-1-(tetrahydro-2H-pyran-2-yl)-indazole-3-carboxylate). As a reaction SMILES: [CH2:1]([O:3][C:4]([C:6]1[C:14]2[C:9](=[CH:10][C:11]([O:15][Si:16]([C:29]([CH3:32])([CH3:31])[CH3:30])([C:23]3[CH:28]=[CH:27][CH:26]=[CH:25][CH:24]=3)[C:17]3[CH:22]=[CH:21][CH:20]=[CH:19][CH:18]=3)=[CH:12][CH:13]=2)[NH:8][N:7]=1)=[O:5])[CH3:2].[O:33]1[CH:38]=[CH:37][CH2:36][CH2:35][CH2:34]1.O.C1(C)C(S(O)(=O)=O)=CC=CC=1.C(=O)([O-])O.[Na+]>C1(C)C=CC=CC=1>[CH2:1]([O:3][C:4]([C:6]1[C:14]2[C:9](=[CH:10][C:11]([O:15][Si:16]([C:29]([CH3:31])([CH3:30])[CH3:32])([C:23]3[CH:24]=[CH:25][CH:26]=[CH:27][CH:28]=3)[C:17]3[CH:22]=[CH:21][CH:20]=[CH:19][CH:18]=3)=[CH:12][CH:13]=2)[N:8]([CH:34]2[CH2:35][CH2:36][CH2:37][CH2:38][O:33]2)[N:7]=1)=[O:5])[CH3:2] |f:2.3,4.5|. Reported procedure: Ethyl6-tert-butyldiphenylsilyloxyindazole-3-carboxylate (1.461 g) which can be prepared according to the method described in Reference example 18, etc. was dissolved in toluene (16.5 mL; manufactured by Wako Pure Chemical Industries, Ltd.), added with 3,4-dihydro-2H-pyran (0.6 mL; manufactured by Tokyo Chemical Industry, Co., Ltd.) and toluene sulfonic acid-monohydrate (0.1293 g), followed by stirring overnight at 60° C. under nitrogen atmosphere. The reaction solution was poured to a saturated ... The reactants are CC(=O)OO, ClCCl, OCC=Cc1ccccc1, [Na+], [Na+], [Na+], [Na+], O=C([O-])[O-], O, O=S([O-])[O-]. Product: OCC1OC1c1ccccc1. RXN SMILES: [C:17]([O:18][OH:19])(=[O:20])[CH3:21].[CH2:29]([Cl:30])[Cl:31].[CH2:7]([CH:8]=[CH:9][c:10]1[cH:11][cH:12][cH:13][cH:14][cH:15]1)[OH:16].[Na+:1].[Na+:26].[Na+:27].[Na+:2].[O-:3][C:4](=[O:5])[O-:6].[OH2:28].[S:22]([O-:23])([O-:24])=[O:25]>>[O:3]1[CH:8]([CH2:7][OH:16])[CH:9]1[c:10]1[cH:11][cH:12][cH:13][cH:14][cH:15]1.